This data is from the Open Reaction Database (ORD), a public repository of structured organic reaction records. The task is: describe an organic reaction: reactants, conditions, products, and yield Starting materials: CCC1(c2ccccc2)C(=O)NC(=O)N(CCCCC(=O)NCCO)C1=O, CN(C)c1ccccn1, ClC(Cl)Cl, ClCCl, O=C1CCC(=O)O1, O. The product is CCC1(c2ccccc2)C(=O)NC(=O)N(CCCCC(=O)NCCOC(=O)CCC(=O)O)C1=O. As a reaction SMILES: [CH2:1]([CH3:2])[C:3]1([c:22]2[cH:23][cH:24][cH:25][cH:26][cH:27]2)[C:4](=[O:21])[NH:5][C:6](=[O:20])[N:7]([CH2:10][CH2:11][CH2:12][CH2:13][C:14](=[O:15])[NH:16][CH2:17][CH2:18][OH:19])[C:8]1=[O:9].[CH3:35][N:36]([c:37]1[cH:38][cH:39][cH:40][cH:41][n:42]1)[CH3:43].[CH:45]([Cl:46])([Cl:47])[Cl:48].[Cl:49][CH2:50][Cl:51].[O:28]=[C:29]1[CH2:30][CH2:31][C:32](=[O:33])[O:34]1.[OH2:44]>>[CH2:1]([CH3:2])[C:3]1([c:22]2[cH:23][cH:24][cH:25][cH:26][cH:27]2)[C:4](=[O:21])[NH:5][C:6](=[O:20])[N:7]([CH2:10][CH2:11][CH2:12][CH2:13][C:14](=[O:15])[NH:16][CH2:17][CH2:18][O:19][C:32]([CH2:31][CH2:30][C:29](=[O:28])[OH:34])=[O:33])[C:8]1=[O:9].